From a dataset of the Open Reaction Database (ORD), a public repository of structured organic reaction records. describe an organic reaction: reactants, conditions, products, and yield The reactants are CN, CO, Cc1ccc(O)c2c1C1CCCCC1C2=O. Product: CN=C1c2c(O)ccc(C)c2C2CCCCC12. Reaction SMILES: [CH3:17][NH2:18].[CH3:19][OH:20].[OH:1][c:2]1[cH:3][cH:4][c:5]([CH3:16])[c:6]2[c:14]1[C:13](=[O:15])[CH:12]1[CH:7]2[CH2:8][CH2:9][CH2:10][CH2:11]1>>[OH:1][c:2]1[cH:3][cH:4][c:5]([CH3:16])[c:6]2[c:14]1[C:13](=[N:18][CH3:17])[CH:12]1[CH:7]2[CH2:8][CH2:9][CH2:10][CH2:11]1. Reactants: COC(=O)COc1ccc(SCc2ccc(OCc3ccc(F)cc3)cc2)cc1C, OCc1ccc(OCc2ccc(F)cc2)cc1. The product is Cc1cc(SCc2ccc(OCc3ccc(F)cc3)cc2)ccc1OCC(=O)O. RXN SMILES: [CH3:18][O:19][C:20]([CH2:21][O:22][c:23]1[c:24]([CH3:46])[cH:25][c:26]([S:29][CH2:30][c:31]2[cH:32][cH:33][c:34]([O:37][CH2:38][c:39]3[cH:40][cH:41][c:42]([F:45])[cH:43][cH:44]3)[cH:35][cH:36]2)[cH:27][cH:28]1)=[O:47].[F:1][c:2]1[cH:3][cH:4][c:5]([CH2:6][O:7][c:8]2[cH:9][cH:10][c:11]([CH2:12][OH:13])[cH:14][cH:15]2)[cH:16][cH:17]1>>[O:19]=[C:20]([CH2:21][O:22][c:23]1[c:24]([CH3:46])[cH:25][c:26]([S:29][CH2:30][c:31]2[cH:32][cH:33][c:34]([O:37][CH2:38][c:39]3[cH:40][cH:41][c:42]([F:45])[cH:43][cH:44]3)[cH:35][cH:36]2)[cH:27][cH:28]1)[OH:47]. Product: COCOc1cc(OC)cc(OCOC)c1C. Starting materials: C1CCOC1, [Li]CCCC, COCOc1cc(OC)cc(OCOC)c1, CI. As a reaction SMILES: [CH2:24]1[O:25][CH2:26][CH2:27][CH2:28]1.[CH3:17][CH2:18][CH2:19][CH2:20][Li:21].[CH3:1][O:2][c:3]1[cH:4][c:5]([O:13][CH2:14][O:15][CH3:16])[cH:6][c:7]([O:9][CH2:10][O:11][CH3:12])[cH:8]1.[CH3:22][I:23]>>[CH3:1][O:2][c:3]1[cH:4][c:5]([O:13][CH2:14][O:15][CH3:16])[c:6]([CH3:17])[c:7]([O:9][CH2:10][O:11][CH3:12])[cH:8]1. The reactants are C(#N)C1=C(C=CC=C1)SC1=C(C=CC=C1)NC(=O)C1=CC=C(OCC(=O)OCC)C=C1 (ethyl 4-[2-(2-cyanophenylthio)phenylcarbamoyl]phenoxyacetate), ClC1=CC(=CC=C1)C(=O)OO (m-chloroperbenzoic acid). Solvent: C(Cl)(Cl)Cl (chloroform), C(Cl)(Cl)Cl (chloroform). Run at time 2 hour. Yields the product C(#N)C1=C(C=CC=C1)S(=O)C1=C(C=CC=C1)NC(=O)C1=CC=C(OCC(=O)OCC)C=C1 (Ethyl 4-[2-(2-cyanophenylsulfinyl)phenylcarbamoyl]phenoxyacetate). Yield: 83.0%. Reaction SMILES: [C:1]([C:3]1[CH:8]=[CH:7][CH:6]=[CH:5][C:4]=1[S:9][C:10]1[CH:15]=[CH:14][CH:13]=[CH:12][C:11]=1[NH:16][C:17]([C:19]1[CH:31]=[CH:30][C:22]([O:23][CH2:24][C:25]([O:27][CH2:28][CH3:29])=[O:26])=[CH:21][CH:20]=1)=[O:18])#[N:2].ClC1C=CC=C(C(OO)=[O:40])C=1>C(Cl)(Cl)Cl>[C:1]([C:3]1[CH:8]=[CH:7][CH:6]=[CH:5][C:4]=1[S:9]([C:10]1[CH:15]=[CH:14][CH:13]=[CH:12][C:11]=1[NH:16][C:17]([C:19]1[CH:20]=[CH:21][C:22]([O:23][CH2:24][C:25]([O:27][CH2:28][CH3:29])=[O:26])=[CH:30][CH:31]=1)=[O:18])=[O:40])#[N:2]. Procedure: To a solution of 1.51 g of ethyl 4-[2-(2-cyanophenylthio)phenylcarbamoyl]phenoxyacetate (prepared in accordance with Reference Example 6, Step 2) in 5 ml of chloroform was added dropwise a solution of 0.87 g of 70% m-chloroperbenzoic acid in 20 ml of chloroform and the mixture was stirred at room temperature for 2 hours. The reaction mixture was then washed with aqueous sodium hydrogen carbonate solution and dried over magnesium sulfate and the solvent was distilled off. The residue was recrysta... Yields the product O=C(c1ccc2cc(-c3n[nH]c4ccsc34)[nH]c2c1)N1CCN(Cc2ccc3c(c2)OCO3)CC1. RXN SMILES: [Cl:47][CH2:48][Cl:49].[O:31]1[CH2:32][O:33][c:34]2[c:35]1[cH:36][cH:37][c:38]([CH2:40][N:41]1[CH2:42][CH2:43][NH:44][CH2:45][CH2:46]1)[cH:39]2.[OH:21][n:22]1[c:23]2[c:24]([cH:25][cH:26][cH:27][cH:28]2)[n:29][n:30]1.[nH:1]1[n:2][c:3](-[c:9]2[nH:10][c:11]3[cH:12][c:13]([C:18](=[O:19])[OH:20])[cH:14][cH:15][c:16]3[cH:17]2)[c:4]2[c:5]1[cH:6][cH:7][s:8]2>>[nH:1]1[n:2][c:3](-[c:9]2[nH:10][c:11]3[cH:12][c:13]([C:18](=[O:20])[N:44]4[CH2:43][CH2:42][N:41]([CH2:40][c:38]5[cH:37][cH:36][c:35]6[c:34]([cH:39]5)[O:33][CH2:32][O:31]6)[CH2:46][CH2:45]4)[cH:14][cH:15][c:16]3[cH:17]2)[c:4]2[c:5]1[cH:6][cH:7][s:8]2. Reactants: ClCCl, c1cc2c(cc1CN1CCNCC1)OCO2, On1nnc2ccccc21, O=C(O)c1ccc2cc(-c3n[nH]c4ccsc34)[nH]c2c1. The reactants are C(#C)[Si](C)(C)C (ethynyltrimethylsilane), cuprous iodide, C(#C)[Si](C)(C)C (ethynyltrimethylsilane), C(CCCCCC)SC1=NN2C(=NC=C(C2=O)I)S1 (2-heptylthio-6-iodo-5H-1,3,4-thiadiazolo[3,2-a]pyrimidin-5-one). Reagents/catalysts: Cl[Pd]([P](C1=CC=CC=C1)(C2=CC=CC=C2)C3=CC=CC=C3)([P](C4=CC=CC=C4)(C5=CC=CC=C5)C6=CC=CC=C6)Cl (bis(triphenylphosphine)palladium(II) chloride). Solvent: C(C)N(CC)CC (triethylamine), C(C)N(CC)CC (triethylamine), O1CCCC1 (tetrahydrofurane). Run at time 1 hour. Product: C(CCCCCC)SC1=NN2C(=NC=C(C2=O)C#C[Si](C)(C)C)S1 (2-heptylthio-6-trimethylsilylethynyl-5H-1,3,4-thiadiazolo[3,2-a]pyrimidin-5-one). The yield is 80.0%. Reaction SMILES: [CH2:1]([S:8][C:9]1[S:19][C:12]2=[N:13][CH:14]=[C:15](I)[C:16](=[O:17])[N:11]2[N:10]=1)[CH2:2][CH2:3][CH2:4][CH2:5][CH2:6][CH3:7].[C:20]([Si:22]([CH3:25])([CH3:24])[CH3:23])#[CH:21]>C(N(CC)CC)C.O1CCCC1.Cl[Pd](Cl)([P](C1C=CC=CC=1)(C1C=CC=CC=1)C1C=CC=CC=1)[P](C1C=CC=CC=1)(C1C=CC=CC=1)C1C=CC=CC=1>[CH2:1]([S:8][C:9]1[S:19][C:12]2=[N:13][CH:14]=[C:15]([C:21]#[C:20][Si:22]([CH3:25])([CH3:24])[CH3:23])[C:16](=[O:17])[N:11]2[N:10]=1)[CH2:2][CH2:3][CH2:4][CH2:5][CH2:6][CH3:7] |^1:40,59|. Reported procedure: In a mixture of 50 ml of triethylamine and 100 ml of tetrahydrofurane, 8.0 g of the thus obtained 2-heptylthio-6-iodo-5H-1,3,4-thiadiazolo[3,2-a]pyrimidin-5-one was dissolved. To this solution, 0.68 g of bis(triphenylphosphine)palladium(II) chloride and 0.2 g of cuprous iodide were added as catalysts. To this mixture, a solution of 3.9 g of ethynyltrimethylsilane in 20 ml of triethylamine was added dropwise. The mixture was warmed to 60°~70° C. and stirred for 1 hour. Thereafter, further the sam... Starting materials: C(C1=CC=CC=C1)N1CC=CC1 (1-benzyl-3-pyrroline), S(O)(O)(=O)=O (sulfuric acid), O (water), C1=CC(=CC(=C1)Cl)C(=O)OO (m-CPBA). Run in CC(=O)C (acetone). Product: C(C1=CC=CC=C1)N1CC(C(C1)O)O (1-benzyl-3,4-dihydroxypyrrolidine). Isolated yield 90.0%. RXN SMILES: [CH2:1]([N:8]1[CH2:12][CH:11]=[CH:10][CH2:9]1)[C:2]1[CH:7]=[CH:6][CH:5]=[CH:4][CH:3]=1.S(=O)(=O)(O)[OH:14].[OH2:18].C1C=C(Cl)C=C(C(OO)=O)C=1>CC(C)=O>[CH2:1]([N:8]1[CH2:12][CH:11]([OH:18])[CH:10]([OH:14])[CH2:9]1)[C:2]1[CH:7]=[CH:6][CH:5]=[CH:4][CH:3]=1. Reported procedure: To a solution of 15.9 g (0.1 mol) of 1-benzyl-3-pyrroline, 12.0 g (0.12 mol) of 98% sulfuric acid, 15.0 g of water, and 60.0 g of acetone in a round flask reactor, 31.1 g (0. 13 mol) of 70% m-CPBA (m-chloroperbenzoic acid produced by Tokyo Chemical Industry Co., Ltd.) was added with stirring and allowed to react for 10 hours at 40° C. without irradiation by lamps. After completion, acetone was evaporated under reduced pressure, neutralized by NaOH (aq), and extracted with toluene and water. Afte... Yields the product C=CCCCC(CCCCCCC(=O)OCC)C(C)=O. RXN SMILES: [C:1]([CH3:2])(=[O:3])[C:4]([CH2:5][CH2:6][CH2:7][CH2:8][CH2:9][CH2:10][C:11](=[O:12])[O:13][CH2:14][CH3:15])([CH2:16][CH2:17][CH2:18][CH:19]=[CH2:20])[C:21]([O:22][C:23]([CH3:24])([CH3:25])[CH3:26])=[O:27].[CH3:40][C:41]([O:42][C:43](=[O:44])[CH3:45])=[O:46].[CH3:47][c:48]1[cH:49][cH:50][cH:51][cH:52][cH:53]1.[OH2:28].[c:29]1([CH3:30])[cH:31][cH:32][c:33]([S:34]([OH:35])(=[O:36])=[O:37])[cH:38][cH:39]1>>[C:1]([CH3:2])(=[O:3])[CH:4]([CH2:5][CH2:6][CH2:7][CH2:8][CH2:9][CH2:10][C:11](=[O:12])[O:13][CH2:14][CH3:15])[CH2:16][CH2:17][CH2:18][CH:19]=[CH2:20]. Starting materials: C=CCCCC(CCCCCCC(=O)OCC)(C(C)=O)C(=O)OC(C)(C)C, CC(=O)OC(C)=O, Cc1ccccc1, O, Cc1ccc(S(=O)(=O)O)cc1. The reactants are C(C)OC=1C(=NC=CC1)C(=O)O (3-ethoxypicolinic acid), B.C1CCOC1 (BH3.THF). Solvent: C1CCOC1 (THF). Reaction conditions: time 2.5 hour. The product is C(C)OC=1C(=NC=CC1)CO (3-ethoxy-2-hydroxymethylpyridine). Isolated yield 124.6%. As a reaction SMILES: [CH2:1]([O:3][C:4]1[C:5]([C:10](O)=[O:11])=[N:6][CH:7]=[CH:8][CH:9]=1)[CH3:2].B.C1COCC1>C1COCC1>[CH2:1]([O:3][C:4]1[C:5]([CH2:10][OH:11])=[N:6][CH:7]=[CH:8][CH:9]=1)[CH3:2] |f:1.2|. Reported procedure: To a solution of 3-ethoxypicolinic acid (0.202 g, 1.21 mmol) in dry THF (1 mL) was added BH3.THF (1.0 M in THF, 5.0 mL, 5.0 mmol) and the reaction mixture stirred at room temperature for 2.5 hours. The mixture was then quenched with methanol (20 mL), stirred at reflux for 4 hours and concentrated under reduced pressure. The resultant crude product was dissolved in methanol (3×15 mL) and concentrated to give the desired crude alcohol (0.231 g) as an orange solid. 1H NMR (CDCl3): δ 1.46 (t, 3H, J=...